Dataset: the Open Reaction Database (ORD), a public repository of structured organic reaction records. Task: describe an organic reaction: reactants, conditions, products, and yield Reactants: [OH-].[Na+] (NaOH), C(=O)C=1C=C(C=CC1[N+](=O)[O-])SC=1C=C(C=CC1)NS(=O)(=O)C1=CC=CC=C1 (N-[3-(3-formyl-4-nitro-phenylsulfanyl)-phenyl]-benzenesulfonamide), C(CC)N (propylamine), [BH-](OC(=O)C)(OC(=O)C)OC(=O)C.[Na+] (NaBH(OAc)3). The solvent is ClCCCl (DCE). The product is [N+](=O)([O-])C1=C(C=C(C=C1)SC=1C=C(C=CC1)NS(=O)(=O)C1=CC=CC=C1)CNCCC (N-[3-(4-Nitro-3-propylaminomethyl-phenylsulfanyl)-phenyl]-benzenesulfonamide). RXN SMILES: [CH:1]([C:3]1[CH:4]=[C:5]([S:12][C:13]2[CH:14]=[C:15]([NH:19][S:20]([C:23]3[CH:28]=[CH:27][CH:26]=[CH:25][CH:24]=3)(=[O:22])=[O:21])[CH:16]=[CH:17][CH:18]=2)[CH:6]=[CH:7][C:8]=1[N+:9]([O-:11])=[O:10])=O.[CH2:29]([NH2:32])[CH2:30][CH3:31].[BH-](OC(C)=O)(OC(C)=O)OC(C)=O.[Na+].[OH-].[Na+]>ClCCCl>[N+:9]([C:8]1[CH:7]=[CH:6][C:5]([S:12][C:13]2[CH:14]=[C:15]([NH:19][S:20]([C:23]3[CH:24]=[CH:25][CH:26]=[CH:27][CH:28]=3)(=[O:22])=[O:21])[CH:16]=[CH:17][CH:18]=2)=[CH:4][C:3]=1[CH2:1][NH:32][CH2:29][CH2:30][CH3:31])([O-:11])=[O:10] |f:2.3,4.5|. Procedure: A mixture of N-[3-(3-formyl-4-nitro-phenylsulfanyl)-phenyl]-benzenesulfonamide (0.0027 mol), propylamine (0.003 mol) and NaBH(OAc)3 (0.0041 mol) in DCE (60 mL) was reacted overnight at room temperature. Then a 10% NaOH solution was added and the mixture was extracted with CH2Cl2. The extract was dried (MgSO4) and then purified by column chromatography over silica gel (eluent: 1:0 to 7:1 CH2Cl2:CH3OH). The product fractions were collected and the solvent was evaporated to yield the title compound...